Dataset: the Open Reaction Database (ORD), a public repository of structured organic reaction records. Task: describe an organic reaction: reactants, conditions, products, and yield Reactants: NC=1C=NC2=CC=CC=C2C1NCCOCCNC(OC(C)(C)C)=O (tert-butyl 2-{2-[(3-aminoquinolin-4-yl)amino]ethoxy}ethylcarbamate), C(C)OC(CCCC)(OCC)OCC (triethylorthovalerate), C (charcoal), Cl.[NH+]1=CC=CC=C1 (pyridinium hydrochloride). The solvent is C1(=CC=CC=C1)C (toluene), CO (MeOH). Conditions: time 4 hour. Product: C(CCC)C=1N(C2=C(C=NC=3C=CC=CC23)N1)CCOCCNC(OC(C)(C)C)=O (tert-butyl 2-[2-(2-butyl-1H-imidazo[4,5-c]quinolin-1-yl)ethoxy]ethylcarbamate). Isolated yield 99.9%. RXN SMILES: [NH2:1][C:2]1[CH:3]=[N:4][C:5]2[C:10]([C:11]=1[NH:12][CH2:13][CH2:14][O:15][CH2:16][CH2:17][NH:18][C:19](=[O:25])[O:20][C:21]([CH3:24])([CH3:23])[CH3:22])=[CH:9][CH:8]=[CH:7][CH:6]=2.C(O[C:29](OCC)(OCC)[CH2:30][CH2:31][CH2:32][CH3:33])C.Cl.[NH+]1C=CC=CC=1.C>C1(C)C=CC=CC=1.CO>[CH2:30]([C:29]1[N:12]([CH2:13][CH2:14][O:15][CH2:16][CH2:17][NH:18][C:19](=[O:25])[O:20][C:21]([CH3:22])([CH3:24])[CH3:23])[C:11]2[C:10]3[CH:9]=[CH:8][CH:7]=[CH:6][C:5]=3[N:4]=[CH:3][C:2]=2[N:1]=1)[CH2:31][CH2:32][CH3:33] |f:2.3|. Procedure details: A solution of tert-butyl 2-{2-[(3-aminoquinolin-4-yl)amino]ethoxy}ethylcarbamate (3.46 g, 10.0 mmol) in 50 mL of toluene was treated with triethylorthovalerate (2.5 mL, 14.5 mmol) and the reaction mixture was heated to reflux. A 25 mg portion of pyridinium hydrochloride was then added and refluxing was continued for 4 h. The reaction was then concentrated to dryness under reduced pressure. The residue was dissolved in 50 mL of CH2Cl2 and washed with saturated NaHCO3, H2O and brine. The organic p... Starting materials: solution, C(C)(C)[N-]C(C)C.[Li+] (lithium diisopropylamide), aromatic compound, C1CCCCC1.C(C)C1=CC=CC=C1.C1CCOC1 (cyclo-hexane ethylbenzene THF), aldehyde, Cl (hydrochloric acid). The solvent is C1CCOC1 (THF), C1CCOC1 (THF). Conditions: time 3 hour. Yields the product C1(=CC=CC=C1)C(O)C1=CC=CC=C1 (diphenylmethanol). Yield: 83.0%. Reaction SMILES: C([N-]C(C)C)(C)C.[Li+].Cl.[CH2:10]1[CH2:15][CH2:14][CH2:13][CH2:12][CH2:11]1.[CH2:16]([C:18]1[CH:23]=[CH:22][CH:21]=[CH:20][CH:19]=1)C.C1C[O:27]CC1>C1COCC1>[C:10]1([CH:16]([C:18]2[CH:23]=[CH:22][CH:21]=[CH:20][CH:19]=2)[OH:27])[CH:15]=[CH:14][CH:13]=[CH:12][CH:11]=1 |f:0.1,3.4.5|. Procedure: 16.1 ml (120 mmol) of a 2M solution of lithium diisopropylamide in cyclo-hexane/ethylbenzene/THF are added under nitrogen and at −70° C. to a solution of 24.0 g (110 mmol) of the aromatic compound 24 in 150 ml of THF. After 1.5 hours at the low temperature, 22.1 g (100 mmol) of the aldehyde 23, dissolved in 50 ml of THF, are added to the batch. After 3 hours at −70° C., the batch is warmed to room temperature, hydrolysed and acidified using hydrochloric acid. The aqueous phase is extracted with ... Starting materials: Oc1ccc2cc(Br)ccc2c1, [Li]C(C)(C)C, C1CCOC1, CN(C)P(=O)(N(C)C)N(C)C, CN(C)C=O. Yields the product O=Cc1ccc2cc(O)ccc2c1. RXN SMILES: [Br:1][c:2]1[cH:3][c:4]2[cH:5][cH:6][c:7]([OH:12])[cH:8][c:9]2[cH:10][cH:11]1.[C:13]([Li:14])([CH3:15])([CH3:16])[CH3:17].[CH2:34]1[O:35][CH2:36][CH2:37][CH2:38]1.[CH3:18][N:19]([P:20]([N:21]([CH3:22])[CH3:23])([N:24]([CH3:25])[CH3:26])=[O:27])[CH3:28].[CH3:29][N:30]([CH:31]=[O:32])[CH3:33]>>[c:2]1([CH:31]=[O:32])[cH:3][c:4]2[cH:5][cH:6][c:7]([OH:12])[cH:8][c:9]2[cH:10][cH:11]1. The reactants are N(=[N+]=[N-])CC1=C(C(=CC(=C1)OC)F)F (1-azidomethyl-2,3-difluoro-5-methoxy-benzene). The reagents and catalysts are [Pd] (Pd/C). The solvent is CCO (EtOH). Reaction conditions: time 8 hour. The product is FC1=C(CN)C=C(C=C1F)OC (2,3-Difluoro-5-methoxy-benzylamine). RXN SMILES: [N:1]([CH2:4][C:5]1[CH:10]=[C:9]([O:11][CH3:12])[CH:8]=[C:7]([F:13])[C:6]=1[F:14])=[N+]=[N-]>CCO.[Pd]>[F:14][C:6]1[C:7]([F:13])=[CH:8][C:9]([O:11][CH3:12])=[CH:10][C:5]=1[CH2:4][NH2:1]. Procedure: To a solution of 1-azidomethyl-2,3-difluoro-5-methoxy-benzene (710 mg, 3.57 mmol) in EtOH (20 mL) was added Pd/C 10% (70 mg) and the reaction mixture was stirred at RT overnight under an H2 atmosphere. The reaction mixture was filtered through Celite, followed by washing with EtOH and CH2Cl2. The combined filtrates were evaporated in vacuo and the residue was purified by flash column chromatography on silica gel (CH2Cl2/acetone 9:1, then CH2Cl2/MeOH 9:1) to afford the title compound as a yellowi... Reactants: Cl (hydrochloric acid), C(C)(C)[N-]C(C)C.[Li+] (lithium diisopropylamide), C(C)(=O)OC(C)(C)C (tertiary-butyl acetate), C(#N)C[C@H](CC(=O)OCC)O ((R)-4-cyano-3-hydroxybutyric acid, ethyl ester). Run in O1CCCC1 (tetrahydrofuran). Run at time 50 minute. Product: C(#N)C[C@H](CC(CC(=O)OC(C)(C)C)=O)O ((5R)-1,1-dimethylethyl 6-cyano-5-hydroxy-3-oxo -hexanoate). As a reaction SMILES: C([N-]C(C)C)(C)C.[Li+].[C:9]([O:12][C:13]([CH3:16])([CH3:15])[CH3:14])(=[O:11])[CH3:10].[C:17]([CH2:19][C@@H:20]([OH:27])[CH2:21][C:22](OCC)=[O:23])#[N:18].Cl>O1CCCC1>[C:17]([CH2:19][C@@H:20]([OH:27])[CH2:21][C:22](=[O:23])[CH2:10][C:9]([O:12][C:13]([CH3:16])([CH3:15])[CH3:14])=[O:11])#[N:18] |f:0.1|. Reported procedure: To a stirred -50° C. solution of lithium diisopropylamide (100 kg of 2 M) in tetrahydrofuranheptane is added tertiary-butyl acetate (30 kg, 255 mol) followed by a rinse of 3 kg of tetrahydrofuran and the mixture is stirred at -45° C. to -5° C. for 50 minutes. (R)-4-cyano-3-hydroxybutyric acid, ethyl ester (10 kg, 64 mol) as a solution in 30 kg of tetrahydrofuran is then added to the previous mixture. The reaction mixture is stirred for 30 minutes at -5° C. to -30° C., and transferred to 240 L of... Starting materials: C=CCS(=O)C1CC(=O)N1C(C(=O)OCc1ccc([N+](=O)[O-])cc1)C(=S)Oc1ccc(F)cc1, C1COCCO1, c1ccc(P(c2ccccc2)c2ccccc2)cc1. Product: O=C(OCc1ccc([N+](=O)[O-])cc1)C1=C(Oc2ccc(F)cc2)SC2CC(=O)N12. As a reaction SMILES: [CH2:1]([S:4](=[O:3])[CH:6]1[CH2:7][C:8](=[O:34])[N:9]1[CH:10]([C:11](=[O:12])[O:13][CH2:14][c:15]1[cH:16][cH:17][c:18]([N+:21](=[O:22])[O-:23])[cH:19][cH:20]1)[C:24](=[S:2])[O:26][c:27]1[cH:28][cH:29][c:30]([F:33])[cH:31][cH:32]1)[CH:5]=[CH2:25].[O:54]1[CH2:55][CH2:56][O:57][CH2:58][CH2:59]1.[c:35]1([P:36]([c:37]2[cH:38][cH:39][cH:40][cH:41][cH:42]2)[c:43]2[cH:44][cH:45][cH:46][cH:47][cH:48]2)[cH:49][cH:50][cH:51][cH:52][cH:53]1>>[S:4]1[CH:6]2[CH2:7][C:8](=[O:34])[N:9]2[C:10]([C:11](=[O:12])[O:13][CH2:14][c:15]2[cH:16][cH:17][c:18]([N+:21](=[O:22])[O-:23])[cH:19][cH:20]2)=[C:24]1[O:26][c:27]1[cH:28][cH:29][c:30]([F:33])[cH:31][cH:32]1. Starting materials: O=C([O-])[O-], FC(F)Cl, Oc1cnccc1-c1nc2cc(C(F)(F)F)ccc2o1, [K+], [K+], CN(C)C=O, O. Yields the product FC(F)Oc1cnccc1-c1nc2cc(C(F)(F)F)ccc2o1. Reaction SMILES: [C:21](=[O:22])([O-:23])[O-:24].[Cl:32][CH:33]([F:34])[F:35].[F:1][C:2]([c:3]1[cH:4][cH:5][c:6]2[c:7]([n:8][c:9](-[c:11]3[c:12]([OH:17])[cH:13][n:14][cH:15][cH:16]3)[o:10]2)[cH:18]1)([F:19])[F:20].[K+:25].[K+:26].[O:27]=[CH:28][N:29]([CH3:30])[CH3:31].[OH2:36]>>[F:1][C:2]([c:3]1[cH:4][cH:5][c:6]2[c:7]([n:8][c:9](-[c:11]3[c:12]([O:17][CH:33]([F:34])[F:35])[cH:13][n:14][cH:15][cH:16]3)[o:10]2)[cH:18]1)([F:19])[F:20]. Starting materials: Cn1ccnc1-c1cc2nccc(Cl)c2s1, ClCCl, O=[N+]([O-])c1ccc(O)c(F)c1, [K+], [K+], O=C([O-])[O-]. Product: Cn1ccnc1-c1cc2nccc(Oc3ccc([N+](=O)[O-])cc3F)c2s1. Reaction SMILES: [Cl:1][c:2]1[c:3]2[c:4]([n:5][cH:6][cH:7]1)[cH:8][c:9](-[c:11]1[n:12]([CH3:16])[cH:13][cH:14][n:15]1)[s:10]2.[Cl:34][CH2:35][Cl:36].[F:17][c:18]1[c:19]([OH:27])[cH:20][cH:21][c:22]([N+:24](=[O:25])[O-:26])[cH:23]1.[K+:28].[K+:29].[O-:30][C:31]([O-:32])=[O:33]>>[c:2]1([O:27][c:19]2[c:18]([F:17])[cH:23][c:22]([N+:24](=[O:25])[O-:26])[cH:21][cH:20]2)[c:3]2[c:4]([n:5][cH:6][cH:7]1)[cH:8][c:9](-[c:11]1[n:12]([CH3:16])[cH:13][cH:14][n:15]1)[s:10]2. The reactants are COC(=O)c1cc2ccccc2cc1N1CCN(C(=O)OC(C)(C)C)CC1, CC(C)(C)[O-], Cc1ccccc1, O=C(C=Cc1ccccc1)C=Cc1ccccc1, O=C(C=Cc1ccccc1)C=Cc1ccccc1, CC(C)(C)OC(=O)N1CCNCC1, [Na+], [Pd]. The product is COC(=O)c1cc2ccccc2cc1N1CCNCC1. RXN SMILES: [CH3:1][O:2][C:3](=[O:4])[c:5]1[c:6]([N:15]2[CH2:16][CH2:17][N:18]([C:21]([O:22][C:23]([CH3:24])([CH3:25])[CH3:26])=[O:27])[CH2:19][CH2:20]2)[cH:7][c:8]2[cH:9][cH:10][cH:11][cH:12][c:13]2[cH:14]1.[CH3:41][C:42]([CH3:43])([O-:44])[CH3:45].[CH3:47][c:48]1[cH:49][cH:50][cH:51][cH:52][cH:53]1.[CH:55](=[CH:56][C:57]([CH:58]=[CH:59][c:60]1[cH:61][cH:62][cH:63][cH:64][cH:65]1)=[O:66])[c:67]1[cH:68][cH:69][cH:70][cH:71][cH:72]1.[CH:73](=[CH:74][C:75]([CH:76]=[CH:77][c:78]1[cH:79][cH:80][cH:81][cH:82][cH:83]1)=[O:84])[c:85]1[cH:86][cH:87][cH:88][cH:89][cH:90]1.[N:28]1([C:29]([O:30][C:31]([CH3:32])([CH3:33])[CH3:34])=[O:35])[CH2:36][CH2:37][NH:38][CH2:39][CH2:40]1.[Na+:46].[Pd:54]>>[CH3:1][O:2][C:3](=[O:4])[c:5]1[c:6]([N:15]2[CH2:16][CH2:17][NH:18][CH2:19][CH2:20]2)[cH:7][c:8]2[cH:9][cH:10][cH:11][cH:12][c:13]2[cH:14]1.